This data is from the Open Reaction Database (ORD), a public repository of structured organic reaction records. The task is: describe an organic reaction: reactants, conditions, products, and yield Reported procedure: The title compound is prepared in analogy to Example 116 starting from 0.35 g (0.84 mmol) cis-{3-[4-amino-5-(3-benzyloxy-phenyl)-6-methyl-pyrrolo[2,3-d]pyrimidin-7-yl]-cyclobutyl}-methanol and 0.328 g (1.69 mmol) p-toluenesulfonyl chloride in 3.5 ml dry pyridine, followed by 0.631 ml (6.33 mmol) D-prolinol (Fluka, Buchs, Switzerland). Analytical HPLC: tR=9.08 min (Grad 1); ES-MS: m/eo=498.2; NMR (DMSO-d6; not all signals reported): 8.07/s (1H), 7.25-7.5/several m's (6H), 7.02/“d” (1H); 6.94/s (1... Reactants: ( 6H ), ( 1H ), ( 1H ), ( 1H ), ( 3H ), ( 2H ), NC=1C2=C(N=CN1)N(C(=C2C2=CC(=CC=C2)OCC2=CC=CC=C2)C)[C@H]2C[C@H](C2)CO (cis-{3-[4-amino-5-(3-benzyloxy-phenyl)-6-methyl-pyrrolo[2,3-d]pyrimidin-7-yl]-cyclobutyl}-methanol), C1(=CC=C(C=C1)S(=O)(=O)Cl)C (p-toluenesulfonyl chloride), ( 1H ), N1[C@@H](CO)CCC1 (D-prolinol), ( 1H ). The product is NC=1C2=C(N=CN1)N(C(=C2C2=CC(=CC=C2)OCC2=CC=CC=C2)C)[C@H]2C[C@H](C2)CN2[C@H](CCC2)CO (cis-((R)-1-{3-[4-Amino-5-(3-benzyloxy-phenyl)-6-methyl-pyrrolo[2,3-d]pyrimidin-7-yl]-cyclobutylmethyl}-pyrrolidin-2-yl)-methanol). The solvent is N1=CC=CC=C1 (pyridine). Reaction SMILES: [NH2:1][C:2]1[C:3]2[C:10]([C:11]3[CH:16]=[CH:15][CH:14]=[C:13]([O:17][CH2:18][C:19]4[CH:24]=[CH:23][CH:22]=[CH:21][CH:20]=4)[CH:12]=3)=[C:9]([CH3:25])[N:8]([C@@H:26]3[CH2:29][C@H:28]([CH2:30]O)[CH2:27]3)[C:4]=2[N:5]=[CH:6][N:7]=1.C1(C)C=CC(S(Cl)(=O)=O)=CC=1.[NH:43]1[CH2:49][CH2:48][CH2:47][C@@H:44]1[CH2:45][OH:46]>N1C=CC=CC=1>[NH2:1][C:2]1[C:3]2[C:10]([C:11]3[CH:16]=[CH:15][CH:14]=[C:13]([O:17][CH2:18][C:19]4[CH:20]=[CH:21][CH:22]=[CH:23][CH:24]=4)[CH:12]=3)=[C:9]([CH3:25])[N:8]([C@@H:26]3[CH2:27][C@H:28]([CH2:30][N:43]4[CH2:49][CH2:48][CH2:47][C@@H:44]4[CH2:45][OH:46])[CH2:29]3)[C:4]=2[N:5]=[CH:6][N:7]=1.